Dataset: the Open Reaction Database (ORD), a public repository of structured organic reaction records. Task: describe an organic reaction: reactants, conditions, products, and yield Reactants: CC=1C=C(C=CC1C)CC(C(=O)O)NC(=O)N1CCC(CC1)N1C(NC2=CC=CC=C2C1)=O (3-(3,4-dimethyl-phenyl)-2-{[4-(2-oxo-1,4-dihydro-2H-quinazolin-3-yl)-piperidine-1-carbonyl]-amino}-propionic acid), CN1CCC(CC1)C1CCNCC1 (1-methyl-[4,4′]bipiperidinyl). RXN SMILES: [CH3:1][C:2]1[CH:3]=[C:4]([CH2:9][CH:10]([NH:14][C:15]([N:17]2[CH2:22][CH2:21][CH:20]([N:23]3[CH2:32][C:31]4[C:26](=[CH:27][CH:28]=[CH:29][CH:30]=4)[NH:25][C:24]3=[O:33])[CH2:19][CH2:18]2)=[O:16])[C:11]([OH:13])=O)[CH:5]=[CH:6][C:7]=1[CH3:8].[CH3:34][N:35]1[CH2:40][CH2:39][CH:38]([CH:41]2[CH2:46][CH2:45][NH:44][CH2:43][CH2:42]2)[CH2:37][CH2:36]1>>[CH3:1][C:2]1[CH:3]=[C:4]([CH:5]=[CH:6][C:7]=1[CH3:8])[CH2:9][CH:10]([NH:14][C:15]([N:17]1[CH2:18][CH2:19][CH:20]([N:23]2[CH2:32][C:31]3[C:26](=[CH:27][CH:28]=[CH:29][CH:30]=3)[NH:25][C:24]2=[O:33])[CH2:21][CH2:22]1)=[O:16])[C:11]([N:44]1[CH2:45][CH2:46][CH:41]([CH:38]2[CH2:37][CH2:36][N:35]([CH3:34])[CH2:40][CH2:39]2)[CH2:42][CH2:43]1)=[O:13]. The product is CC=1C=C(CC(C(=O)N2CCC(CC2)C2CCN(CC2)C)NC(=O)N2CCC(CC2)N2C(NC3=CC=CC=C3C2)=O)C=CC1C (4-(2-oxo-1,4-dihydro-2H-quinazolin-3-yl)-piperidine-1-carboxylic acid [1-(3,4-dimethyl-benzyl)-2-(1′-methyl-[4,4′]bipiperidinyl-1-yl)-2-oxo-ethyl]-amide). Procedure details: Prepared analogously to Example 83d) from 3-(3,4-dimethyl-phenyl)-2-{[4-(2-oxo-1,4-dihydro-2H-quinazolin-3-yl)-piperidine-1-carbonyl]-amino}-propionic acid and 1-methyl-[4,4′]bipiperidinyl. The reactants are COCCCOC1=CC2=C(C(=CO2)COC2=C3C=C(NC3=CC=C2)C(=O)O)C=C1 (4-[6-(3-Methoxy-propoxy)-benzofuran-3-ylmethoxy]-1H-indole-2-carboxylic acid), NC1CCC(CC1)(O)CCN1C[C@@H]([C@H](CC1)O)C ((3S,4S)-1-[2-(4-Amino-1-hydroxy-cyclohexyl)-ethyl]-3-methyl-piperidin-4-ol). Yields the product OC1(CCC(CC1)NC(=O)C=1NC2=CC=CC(=C2C1)OCC1=COC2=C1C=CC(=C2)OCCCOC)CCN2C[C@@H]([C@H](CC2)O)C (4-[6-(3-Methoxy-propoxy)-benzofuran-3-ylmethoxy]-1H-indole-2-carboxylic acid {4-hydroxy-4-[2-((3S,4S)-4-hydroxy-3-methyl-piperidin-1-yl)-ethyl]-cyclohexyl}-amide). RXN SMILES: [CH3:1][O:2][CH2:3][CH2:4][CH2:5][O:6][C:7]1[CH:29]=[CH:28][C:10]2[C:11]([CH2:14][O:15][C:16]3[CH:24]=[CH:23][CH:22]=[C:21]4[C:17]=3[CH:18]=[C:19]([C:25]([OH:27])=O)[NH:20]4)=[CH:12][O:13][C:9]=2[CH:8]=1.[NH2:30][CH:31]1[CH2:36][CH2:35][C:34]([CH2:38][CH2:39][N:40]2[CH2:45][CH2:44][C@H:43]([OH:46])[C@@H:42]([CH3:47])[CH2:41]2)([OH:37])[CH2:33][CH2:32]1>>[OH:37][C:34]1([CH2:38][CH2:39][N:40]2[CH2:45][CH2:44][C@H:43]([OH:46])[C@@H:42]([CH3:47])[CH2:41]2)[CH2:35][CH2:36][CH:31]([NH:30][C:25]([C:19]2[NH:20][C:21]3[C:17]([CH:18]=2)=[C:16]([O:15][CH2:14][C:11]2[C:10]4[CH:28]=[CH:29][C:7]([O:6][CH2:5][CH2:4][CH2:3][O:2][CH3:1])=[CH:8][C:9]=4[O:13][CH:12]=2)[CH:24]=[CH:23][CH:22]=3)=[O:27])[CH2:32][CH2:33]1. Procedure details: This compound is synthesized analogously to example 1 from 4-[6-(3-methoxy-propoxy)-benzofuran-3-ylmethoxy]-1H-indole-2-carboxylic acid 30f and amine 14. Starting materials: C(CC1=CC(OC)=C(OC)C=C1)(=O)Cl (homoveratric acid chloride), S(=O)(=O)(O)O.COC1=CC2=CC(N(C=C2C=C1OC)C)=O (6,7-dimethoxy-N-methyl-2H-3-isoquinolone sulfate). Yields the product C(=O)N(C(CC1=CC(=C(C=C1)OC)OC)=O)C (N-formyl-N-methyl-2-(3,4-dimethoxy-phenyl)-acetamide). RXN SMILES: [C:1](Cl)(=[O:13])[CH2:2][C:3]1[CH:12]=[CH:11][C:8]([O:9][CH3:10])=[C:5]([O:6][CH3:7])[CH:4]=1.S(O)(O)(=O)=O.COC1C(OC)=CC2C(=C[C:26](=[O:35])[N:27](C)[CH:28]=2)C=1>>[CH:26]([N:27]([CH3:28])[C:1](=[O:13])[CH2:2][C:3]1[CH:12]=[CH:11][C:8]([O:9][CH3:10])=[C:5]([O:6][CH3:7])[CH:4]=1)=[O:35] |f:1.2|. Reported procedure: Taking into account that the homoveratric acid chloride is obtained with a yield of 83%, the overall yield of 6,7-dimethoxy-N-methyl-2H-3-isoquinolone sulfate, in 3 steps, is 32%, which constitutes a considerable improvement as compared to the process of N. J. Mc Corkindale and A. W. Mc Culloch (4 steps and an overall yield of 13.3%). Starting materials: O=S(=O)(c1ccc2cc(Br)ccc2c1)N1CCNCC1, CC(C)(C)OC(=O)Nc1nc(-c2ccc(C(=O)O)cc2)c[nH]1, CCO. Yields the product CC(C)(C)OC(=O)Nc1nc(-c2ccc(C(=O)N3CCN(S(=O)(=O)c4ccc5cc(Br)ccc5c4)CC3)cc2)c[nH]1. As a reaction SMILES: [Br:23][c:24]1[cH:25][c:26]2[cH:27][cH:28][c:29]([S:34](=[O:35])(=[O:36])[N:37]3[CH2:38][CH2:39][NH:40][CH2:41][CH2:42]3)[cH:30][c:31]2[cH:32][cH:33]1.[C:1]([CH3:2])([CH3:3])([CH3:4])[O:5][C:6](=[O:7])[NH:8][c:9]1[nH:10][cH:11][c:12](-[c:14]2[cH:15][cH:16][c:17]([C:18](=[O:19])[OH:20])[cH:21][cH:22]2)[n:13]1.[CH3:43][CH2:44][OH:45]>>[C:1]([CH3:2])([CH3:3])([CH3:4])[O:5][C:6](=[O:7])[NH:8][c:9]1[nH:10][cH:11][c:12](-[c:14]2[cH:15][cH:16][c:17]([C:18](=[O:20])[N:40]3[CH2:39][CH2:38][N:37]([S:34]([c:29]4[cH:28][cH:27][c:26]5[cH:25][c:24]([Br:23])[cH:33][cH:32][c:31]5[cH:30]4)(=[O:35])=[O:36])[CH2:42][CH2:41]3)[cH:21][cH:22]2)[n:13]1. Reactants: N#Cc1ccc(Cn2cncc2CCl)cc1, Cc1cccc(CC2(C#N)CCNCC2)c1, CC#N, CCN(C(C)C)C(C)C, Cl, Cl. Product: Cc1cccc(CC2(C#N)CCN(Cc3cncn3Cc3ccc(C#N)cc3)CC2)c1. As a reaction SMILES: [C:19](#[N:20])[c:21]1[cH:22][cH:23][c:24]([CH2:25][n:26]2[cH:27][n:28][cH:29][c:30]2[CH2:31][Cl:32])[cH:33][cH:34]1.[CH3:2][c:3]1[cH:4][c:5]([CH2:6][C:7]2([C:13]#[N:14])[CH2:8][CH2:9][NH:10][CH2:11][CH2:12]2)[cH:15][cH:16][cH:17]1.[CH3:44][C:45]#[N:46].[CH:35]([N:36]([CH:37]([CH3:38])[CH3:39])[CH2:40][CH3:41])([CH3:42])[CH3:43].[ClH:18].[ClH:1]>>[CH3:2][c:3]1[cH:4][c:5]([CH2:6][C:7]2([C:13]#[N:14])[CH2:8][CH2:9][N:10]([CH2:31][c:30]3[n:26]([CH2:25][c:24]4[cH:23][cH:22][c:21]([C:19]#[N:20])[cH:34][cH:33]4)[cH:27][n:28][cH:29]3)[CH2:11][CH2:12]2)[cH:15][cH:16][cH:17]1.